This data is from the Open Reaction Database (ORD), a public repository of structured organic reaction records. The task is: describe an organic reaction: reactants, conditions, products, and yield Starting materials: CC=1NC=2CCCC(C2C1C1=CC=CC=C1)=O (4,5,6,7-tetrahydro-2-methyl-3-phenyl-1H-4indolone). Reagents/catalysts: [Pd] (palladium on charcoal). Run in CCOCC (ether). Yields the product CC=1NC=2C=CC=C(C2C1C1=CC=CC=C1)O (2-Methyl-3-phenyl-1H-indole-4-ol). Reaction SMILES: [CH3:1][C:2]1[NH:3][C:4]2[CH2:5][CH2:6][CH2:7][C:8](=[O:17])[C:9]=2[C:10]=1[C:11]1[CH:16]=[CH:15][CH:14]=[CH:13][CH:12]=1>[Pd].CCOCC>[CH3:1][C:2]1[NH:3][C:4]2[CH:5]=[CH:6][CH:7]=[C:8]([OH:17])[C:9]=2[C:10]=1[C:11]1[CH:12]=[CH:13][CH:14]=[CH:15][CH:16]=1. Reported procedure: An amount of 22.5 g (0.1 mole) of 4,5,6,7-tetrahydro-2-methyl-3-phenyl-1H-4indolone and 5 g of palladium on charcoal were heated for six hours to 200° C. After cooling, ether was added under stirring, and the mixture was filtered. The ether filtrate was evaporated, and the residue was chromatographed on silicagel (solvent: toluene). Starting materials: C(C)OC(=O)N(C)CC1OCCN(C1)C1=C(C(=C(C(=O)OCC)C=C1F)F)F (ethyl 4-[2-(N-ethoxycarbonyl-N-methylaminomethyl)morpholino]-2,3,5-trifluorobenzoate), [OH-].[Na+] (sodium hydroxide). The solvent is CO (methanol), O (water). Product: C(C)OC(=O)N(C)CC1OCCN(C1)C1=C(C(=C(C(=O)O)C=C1F)F)F (4-[2-(N-ethoxycarbonyl-N-methylaminomethyl)-morpholino]-2,3,5-trifluorobenzoic acid). The yield is 68.6%. RXN SMILES: [CH2:1]([O:3][C:4]([N:6]([CH2:8][CH:9]1[CH2:14][N:13]([C:15]2[C:25]([F:26])=[CH:24][C:18]([C:19]([O:21]CC)=[O:20])=[C:17]([F:27])[C:16]=2[F:28])[CH2:12][CH2:11][O:10]1)[CH3:7])=[O:5])[CH3:2].[OH-].[Na+]>CO.O>[CH2:1]([O:3][C:4]([N:6]([CH2:8][CH:9]1[CH2:14][N:13]([C:15]2[C:25]([F:26])=[CH:24][C:18]([C:19]([OH:21])=[O:20])=[C:17]([F:27])[C:16]=2[F:28])[CH2:12][CH2:11][O:10]1)[CH3:7])=[O:5])[CH3:2] |f:1.2|. Reported procedure: To a solution of 19.1 g of ethyl 4-[2-(N-ethoxycarbonyl-N-methylaminomethyl)morpholino]-2,3,5-trifluorobenzoate in 100 ml of methanol is added dropwise a solution of 7.56 g of sodium hydroxide in 100 ml of water under ice-cooling. After stirring under ice-cooling for 20 minutes, the methanol is distilled off under reduced pressure. The solution is washed with ethyl acetate, made acid with 6 N hydrochloric acid and then extracted with ethyl acetate. After drying over anhydrous magnesium sulfate, ... Reactants: c1(cccnc1)C(C)O, [Si](C(C)C)(C(C)C)C(C)C, c1(c(cccc1)F)[N+](=O)[O-]. Reagents/catalysts: c1ccc(cc1)-c2c3ccccc3cc4ccccc24 (9-Phenylanthracene), CCN(CC)P1(=NC(C)(C)C)N(CCCN1C)C (BEMP). Solvent: C1COCCO1 (Dioxane). Reaction conditions: temperature 20 celsius, time 18 hour. Yields the product CC(Oc1ccccc1[N+](=O)[O-])c2cccnc2. RXN SMILES: [O-:1][N+:2]([c:4]1[c:9](F)[cH:8][cH:7][cH:6][cH:5]1)=[O:3].[CH3:10][CH:11]([c:13]1[cH:18][n:17][cH:16][cH:15][cH:14]1)[OH:12].CC([SiH](C(C)C)C(C)C)C>>[CH3:10][CH:11]([c:13]1[cH:18][n:17][cH:16][cH:15][cH:14]1)[O:12][c:9]2[c:4]([N+:2]([O-:1])=[O:3])[cH:5][cH:6][cH:7][cH:8]2. Reactants: CC(C)SC1=CC=C(C=C1)B(O)O ({4-[(1-methylethyl)thio]phenyl}boronic acid), BrC1=CC=C(C=C1)OCC1CCN(CC1)C(=O)OC(C)C (1-methylethyl 4-{[(4-bromophenyl)oxy]methyl}-1-piperidinecarboxylate). The product is CC(C)SC1=CC=C(C=C1)C1=CC=C(C=C1)OCC1CCN(CC1)C(=O)OC(C)C (1-Methylethyl 4-[({4′-[(1-methylethyl)thio]-4-biphenylyl}oxy)methyl]-1-piperidinecarboxylate). Isolated yield 16.6%. RXN SMILES: [CH3:1][CH:2]([S:4][C:5]1[CH:10]=[CH:9][C:8](B(O)O)=[CH:7][CH:6]=1)[CH3:3].Br[C:15]1[CH:20]=[CH:19][C:18]([O:21][CH2:22][CH:23]2[CH2:28][CH2:27][N:26]([C:29]([O:31][CH:32]([CH3:34])[CH3:33])=[O:30])[CH2:25][CH2:24]2)=[CH:17][CH:16]=1>>[CH3:1][CH:2]([S:4][C:5]1[CH:10]=[CH:9][C:8]([C:15]2[CH:16]=[CH:17][C:18]([O:21][CH2:22][CH:23]3[CH2:24][CH2:25][N:26]([C:29]([O:31][CH:32]([CH3:34])[CH3:33])=[O:30])[CH2:27][CH2:28]3)=[CH:19][CH:20]=2)=[CH:7][CH:6]=1)[CH3:3]. Procedure details: The title compound (7.1 mg, 17%) was prepared from {4-[(1-methylethyl)thio]phenyl}boronic acid (19.6 mg, 0.1 mmol) and 1-methylethyl 4-{[(4-bromophenyl)oxy]methyl}-1-piperidinecarboxylate (Example 9, Step 2, 36 mg, 0.10 mmol) in a manner similar to Example 9, Step 3. LRMS (ESI), m/z 450 (M+Na). The reactants are OCCC=1N(C=CN1)CCCCC1=CC=C(C=C1)O (4-[4-[2-(2-hydroxyethyl)-1H-imidazol-1-yl]butyl]phenol), [H-].[Na+] (sodium hydride), O (water), ClCC=1N=C(OC1)\C=C\C1=CC=C(C=C1)Cl ((E)-4-chloromethyl-2-[2-(4-chlorophenyl)ethenyl]oxazole). Solvent: CN(C)C=O (DMF). Conditions: time 30 minute. The product is ClC1=CC=C(C=C1)/C=C/C=1OC=C(N1)COC1=CC=C(C=C1)CCCCN1C(=NC=C1)CCO (2-[1-[4-[4-[[2-[(E)-2-(4-chlorophenyl)ethenyl]-1,3-oxazol-4-yl]methoxy]phenyl]butyl]-1H-imidazol-2-yl]-1-ethanol). Yield: 70.4%. As a reaction SMILES: [OH:1][CH2:2][CH2:3][C:4]1[N:5]([CH2:9][CH2:10][CH2:11][CH2:12][C:13]2[CH:18]=[CH:17][C:16]([OH:19])=[CH:15][CH:14]=2)[CH:6]=[CH:7][N:8]=1.[H-].[Na+].Cl[CH2:23][C:24]1[N:25]=[C:26](/[CH:29]=[CH:30]/[C:31]2[CH:36]=[CH:35][C:34]([Cl:37])=[CH:33][CH:32]=2)[O:27][CH:28]=1.O>CN(C=O)C>[Cl:37][C:34]1[CH:35]=[CH:36][C:31](/[CH:30]=[CH:29]/[C:26]2[O:27][CH:28]=[C:24]([CH2:23][O:19][C:16]3[CH:15]=[CH:14][C:13]([CH2:12][CH2:11][CH2:10][CH2:9][N:5]4[CH:6]=[CH:7][N:8]=[C:4]4[CH2:3][CH2:2][OH:1])=[CH:18][CH:17]=3)[N:25]=2)=[CH:32][CH:33]=1 |f:1.2|. Procedure details: To a solution of 4-[4-[2-(2-hydroxyethyl)-1H-imidazol-1-yl]butyl]phenol (130 mg) in DMF (4 ml), 60% oily sodium hydride (22 mg) was added under ice cooling. After stirring at room temperature for 30 minutes, (E)-4-chloromethyl-2-[2-(4-chlorophenyl)ethenyl]oxazole (140 mg) was added under ice cooling. After stirring at 0° C. for 1 hour, then at room temperature overnight, water was added under ice cooling. The precipitate was collected by filtration, washed with water, and dissolved in a mixture ...